This data is from the Open Reaction Database (ORD), a public repository of structured organic reaction records. The task is: describe an organic reaction: reactants, conditions, products, and yield Reactants: Cl (hydrochloride), NC1=C(C=C(C=C1C#N)C(CNC1CCC1)=O)Cl (4'-amino-3'-chloro-5'-cyano-2-cyclobutylaminoacetophenone). The product is NC1=C(C=C(C=C1C#N)C(CNC1CCC1)O)Cl (1-(4'-Amino-3'-chloro-5'-cyano-phenyl)-2-cyclobutylamino-ethanol). As a reaction SMILES: Cl.[NH2:2][C:3]1[C:8]([C:9]#[N:10])=[CH:7][C:6]([C:11](=[O:18])[CH2:12][NH:13][CH:14]2[CH2:17][CH2:16][CH2:15]2)=[CH:5][C:4]=1[Cl:19]>>[NH2:2][C:3]1[C:8]([C:9]#[N:10])=[CH:7][C:6]([CH:11]([OH:18])[CH2:12][NH:13][CH:14]2[CH2:15][CH2:16][CH2:17]2)=[CH:5][C:4]=1[Cl:19]. Procedure details: m.p. of the hydrochloride: 178°-180° C. (decomp.), was prepared from 4'-amino-3'-chloro-5'-cyano-2-cyclobutylaminoacetophenone analogous to Example 48.